The task is: describe an organic reaction: reactants, conditions, products, and yield. This data is from the Open Reaction Database (ORD), a public repository of structured organic reaction records. Starting materials: NC1=C(C=C(C=C1)OCC1=CC=CC=C1)SCCC(=O)OCC(CCCC)CC (2-ethylhexyl 3-{[2-amino-5-(benzyloxy)phenyl]sulfanyl}propanoate), C(C)(=O)N[C@H](COC1=CC=C(C(=O)O)C=C1)C (4-{[(2S)-2-(acetylamino)propyl]oxy}benzoic acid). Yields the product C(C)(=O)N[C@H](COC1=CC=C(C=C1)C(=O)NC1=C(C=C(C=C1)OCC1=CC=CC=C1)SCCC(=O)OCC(CCCC)CC)C (2-ethylhexyl 3-{[2-{[(4-{[(2S)-2-(acetylamino)propyl]oxy}phenyl)carbonyl]amino}-5-(benzyloxy)phenyl]sulfanyl}propanoate). Isolated yield 66.8%. As a reaction SMILES: [NH2:1][C:2]1[CH:7]=[CH:6][C:5]([O:8][CH2:9][C:10]2[CH:15]=[CH:14][CH:13]=[CH:12][CH:11]=2)=[CH:4][C:3]=1[S:16][CH2:17][CH2:18][C:19]([O:21][CH2:22][CH:23]([CH2:28][CH3:29])[CH2:24][CH2:25][CH2:26][CH3:27])=[O:20].[C:30]([NH:33][C@@H:34]([CH3:46])[CH2:35][O:36][C:37]1[CH:45]=[CH:44][C:40]([C:41](O)=[O:42])=[CH:39][CH:38]=1)(=[O:32])[CH3:31]>>[C:30]([NH:33][C@@H:34]([CH3:46])[CH2:35][O:36][C:37]1[CH:38]=[CH:39][C:40]([C:41]([NH:1][C:2]2[CH:7]=[CH:6][C:5]([O:8][CH2:9][C:10]3[CH:15]=[CH:14][CH:13]=[CH:12][CH:11]=3)=[CH:4][C:3]=2[S:16][CH2:17][CH2:18][C:19]([O:21][CH2:22][CH:23]([CH2:28][CH3:29])[CH2:24][CH2:25][CH2:26][CH3:27])=[O:20])=[O:42])=[CH:44][CH:45]=1)(=[O:32])[CH3:31]. Procedure: Using 2-ethylhexyl 3-{[2-amino-5-(benzyloxy)phenyl]sulfanyl}propanoate (1.00 g) and 4-{[(2S)-2-(acetylamino)propyl]oxy}benzoic acid (628 mg), and in the same manner as in Example 2, step C, the title compound (1.02 g) was obtained. Starting materials: CCOC(=O)c1[nH]c(CC)cc1C, CCC=O. The product is CCCc1c(CC)[nH]c(C(=O)OCC)c1C. Reaction SMILES: [CH2:1]([CH3:2])[c:3]1[nH:4][c:5]([C:9](=[O:10])[O:11][CH2:12][CH3:13])[c:6]([CH3:8])[cH:7]1.[CH:14]([CH2:15][CH3:16])=[O:17]>>[CH2:1]([CH3:2])[c:3]1[nH:4][c:5]([C:9](=[O:10])[O:11][CH2:12][CH3:13])[c:6]([CH3:8])[c:7]1[CH2:14][CH2:15][CH3:16]. The reactants are C(C)(=O)N1CCC(CC1)C(=O)C=1N(C=CN1)CCC1=CC=CC=C1 (1-acetyl-4-[[1-(2-phenylethyl)-1H-imidazol-2-yl]carbonyl]piperidine), C(C)(=O)N1CCC(CC1)C(=O)OC(C=1N(C=CN1)CCC1=CC=CC=C1)=C1CCN(CC1)C(C)=O ((1-acetyl-4-piperidylidene)[1-(2-phenylethyl)-1H-imidazol-2-yl]methyl 1-acetyl-4-piperidine carboxylate). The solvent is Cl (hydrochloric acid). The product is C1(=CC=CC=C1)CCN1C(=NC=C1)C(=O)C1CCNCC1 ([1-(2-phenyethyl)-1H-imidazol-2-yl](4-piperidinyl) methanone). Yield: 27.0%. RXN SMILES: C([N:4]1[CH2:9][CH2:8][CH:7]([C:10]([C:12]2[N:13]([CH2:17][CH2:18][C:19]3[CH:24]=[CH:23][CH:22]=[CH:21][CH:20]=3)[CH:14]=[CH:15][N:16]=2)=[O:11])[CH2:6][CH2:5]1)(=O)C.C(N1CCC(C(OC(=C2CCN(C(=O)C)CC2)C2N(CCC3C=CC=CC=3)C=CN=2)=O)CC1)(=O)C>Cl>[C:19]1([CH2:18][CH2:17][N:13]2[CH:14]=[CH:15][N:16]=[C:12]2[C:10]([CH:7]2[CH2:8][CH2:9][NH:4][CH2:5][CH2:6]2)=[O:11])[CH:24]=[CH:23][CH:22]=[CH:21][CH:20]=1. Reported procedure: A mixture (3.87 g) of 1-acetyl-4-[[1-(2-phenylethyl)-1H-imidazol-2yl]carbonyl]piperidine (D), (1-acetyl-4-pipendinylidene)[1-(2-phenylethyl)-1H-imidazol-2-yl]methyl 1 -acetyl-4-piperidine carboxylate (H), and 6 N hydrochloric acid (100 ml) was refluxed for 20 hrs. The cooled reaction mixture was concentrated, and the residue was diluted with water. The resulting mixture was sequentially washed with ether and ethyl acetate. The acidic aqueous layer was basified with sodium hydroxide solution and ... Starting materials: C(C)(=O)C1=CC=C(C=C1)S(=O)(=O)N (4-acetyl-benzenesulfonamide), N1C(=CC2=CC=CC=C12)C=1C(=CC(=C(C=O)C1)OC)OC (5-(1H-indol-2-yl)-2,4-dimethoxy-benzaldehyde). Yields the product N1C(=CC2=CC=CC=C12)C=1C(=CC(=C(C1)/C=C/C(=O)C1=CC=C(C=C1)S(=O)(=O)N)OC)OC (4-{3E-[5-(1H-Indol-2-yl)-2,4-dimethoxy-phenyl]-acryloyl}-benzenesulfonamide). Yield: 70.0%. As a reaction SMILES: [C:1]([C:4]1[CH:9]=[CH:8][C:7]([S:10]([NH2:13])(=[O:12])=[O:11])=[CH:6][CH:5]=1)(=[O:3])[CH3:2].[NH:14]1[C:22]2[C:17](=[CH:18][CH:19]=[CH:20][CH:21]=2)[CH:16]=[C:15]1[C:23]1[C:24]([O:33][CH3:34])=[CH:25][C:26]([O:31][CH3:32])=[C:27]([CH:30]=1)[CH:28]=O>>[NH:14]1[C:22]2[C:17](=[CH:18][CH:19]=[CH:20][CH:21]=2)[CH:16]=[C:15]1[C:23]1[C:24]([O:33][CH3:34])=[CH:25][C:26]([O:31][CH3:32])=[C:27](/[CH:28]=[CH:2]/[C:1]([C:4]2[CH:5]=[CH:6][C:7]([S:10]([NH2:13])(=[O:11])=[O:12])=[CH:8][CH:9]=2)=[O:3])[CH:30]=1. Procedure: The title compound was prepared by condensing 4-acetyl-benzenesulfonamide (Ex-26A) and 5-(1H-indol-2-yl)-2,4-dimethoxy-benzaldehyde (Ex-61A) in a similar manner as described in Ex-22. Red solid, 70% yield, mp 185–187° C. 1H-NMR (DMSO-d6) δ 11.15 (br, s, 1H), 8.33 (s, 1H), 8.24 (d, J=8 Hz, 2H), 8.07 (d, J=15 Hz, 1H), 7.98 (d, J=8 Hz, 2H), 7.80 (d, J=15 Hz, 1H), 7.41–7.55 (m, 4H), 7.03–7.08 (m, 1H), 6.93–6.99 (m, 2H), 6.83 (s, 1H), 4.04 (s, 3H), 3.99 (s, 3H). MS m/z=463 ([M+H]+). HRMS (ES+) Calcd.... Run in O (water). Procedure: acb) 1.0 g of 3,4-dihydro-thieno[2,3-f][1,4]thiazepin-5(2H)-one was heated under reflux for 5 hours together with 15 ml of pyridine and 1.35 g of phosphorus pentasulfide. After cooling the mixture was poured into 90 ml of water and the crystals were removed by filtration. After chromatography on silica gel, the product was recrystallized from ethyl acetate. There was obtained 3,4-dihydro-thieno-[2,3-f][1,4]thiazepine-5(2H)-thione as yellow crystals of m.p. 138°-139°. The product is S1CCNC(C2=C1C=CS2)=S (3,4-dihydro-thieno-[2,3-f][1,4]thiazepine-5(2H)-thione). Reaction SMILES: [S:1]1[C:7]2[CH:8]=[CH:9][S:10][C:6]=2[C:5](=O)[NH:4][CH2:3][CH2:2]1.N1C=CC=CC=1.P12(SP3(SP(SP(S3)(S1)=S)(=S)S2)=S)=[S:19]>O>[S:1]1[C:7]2[CH:8]=[CH:9][S:10][C:6]=2[C:5](=[S:19])[NH:4][CH2:3][CH2:2]1. Starting materials: S1CCNC(C2=C1C=CS2)=O (3,4-dihydro-thieno[2,3-f][1,4]thiazepin-5(2H)-one), N1=CC=CC=C1 (pyridine), P12(=S)SP3(=S)SP(=S)(S1)SP(=S)(S2)S3 (phosphorus pentasulfide).